From a dataset of the Open Reaction Database (ORD), a public repository of structured organic reaction records. describe an organic reaction: reactants, conditions, products, and yield Procedure: 3-Butyryl-4-chloro-8-vinylquinoline (20.0 g, 77 mmol) and 4-amino-m-cresol (9.5 g, 77 mmol) were heated together under reflux in 1,4-dioxan (150 ml) for 2.5 hours. The solvent was evaporated and the residue was dissolved in dichloromethane, washed with water, 2M hydrochloric acid, sodium hydrogen carbonate solution and brine. The solution was dried (anhyd. MgSO4), filtered and evaporated to an oil which was chromatographed (silica gel, 1% methanol in dichloromethane) to give 3-butyryl-4-(4-hydro... The product is C(CCC)(=O)C=1C=NC2=C(C=CC=C2C1NC1=C(C=C(C=C1)O)C)C=C (3-butyryl-4-(4-hydroxy-2-methylphenylamino)-8-vinylquinoline). The reactants are C(CCC)(=O)C=1C=NC2=C(C=CC=C2C1Cl)C=C (3-Butyryl-4-chloro-8-vinylquinoline), NC=1C(=CC(=CC1)O)C (4-amino-m-cresol). The solvent is O1CCOCC1 (1,4-dioxan). RXN SMILES: [C:1]([C:6]1[CH:7]=[N:8][C:9]2[C:14]([C:15]=1Cl)=[CH:13][CH:12]=[CH:11][C:10]=2[CH:17]=[CH2:18])(=[O:5])[CH2:2][CH2:3][CH3:4].[NH2:19][C:20]1[C:21]([CH3:27])=[CH:22][C:23]([OH:26])=[CH:24][CH:25]=1>O1CCOCC1>[C:1]([C:6]1[CH:7]=[N:8][C:9]2[C:14]([C:15]=1[NH:19][C:20]1[CH:25]=[CH:24][C:23]([OH:26])=[CH:22][C:21]=1[CH3:27])=[CH:13][CH:12]=[CH:11][C:10]=2[CH:17]=[CH2:18])(=[O:5])[CH2:2][CH2:3][CH3:4]. The yield is 33.7%. Reaction SMILES: [NH2:11][CH2:12][c:13]1[cH:14][cH:15][c:16](-[c:19]2[n:20][n:21]([CH:29]3[CH2:30][CH2:31][CH:32]([N:35]4[CH2:36][CH2:37][N:38]([CH3:41])[CH2:39][CH2:40]4)[CH2:33][CH2:34]3)[c:22]3[n:23][cH:24][n:25][c:26]([NH2:28])[c:27]23)[cH:17][cH:18]1.[c:1]1([CH3:10])[cH:2][c:3]([N:7]=[C:8]=[O:9])[cH:4][cH:5][cH:6]1.[cH:42]1[cH:43][cH:44][n:45][cH:46][cH:47]1>>[c:1]1([CH3:10])[cH:2][c:3]([NH:7][C:8](=[O:9])[NH:11][CH2:12][c:13]2[cH:14][cH:15][c:16](-[c:19]3[n:20][n:21]([CH:29]4[CH2:30][CH2:31][CH:32]([N:35]5[CH2:36][CH2:37][N:38]([CH3:41])[CH2:39][CH2:40]5)[CH2:33][CH2:34]4)[c:22]4[n:23][cH:24][n:25][c:26]([NH2:28])[c:27]34)[cH:17][cH:18]2)[cH:4][cH:5][cH:6]1. Yields the product Cc1cccc(NC(=O)NCc2ccc(-c3nn(C4CCC(N5CCN(C)CC5)CC4)c4ncnc(N)c34)cc2)c1. Reactants: CN1CCN(C2CCC(n3nc(-c4ccc(CN)cc4)c4c(N)ncnc43)CC2)CC1, Cc1cccc(N=C=O)c1, c1ccncc1. Starting materials: CS(=O)(=O)OC1CCC2(CC1)OCCO2, [H-], [Na+], O=C1CCCN1, CN(C)C=O. Yields the product O=C1CCCN1C1CCC2(CC1)OCCO2. As a reaction SMILES: [CH3:9][S:10]([O:11][CH:14]1[CH2:15][CH2:16][C:17]2([O:18][CH2:19][CH2:20][O:21]2)[CH2:22][CH2:23]1)(=[O:12])=[O:13].[H-:8].[Na+:7].[O:1]=[C:2]1[CH2:3][CH2:4][CH2:5][NH:6]1.[O:24]=[CH:25][N:26]([CH3:27])[CH3:28]>>[O:1]=[C:2]1[CH2:3][CH2:4][CH2:5][N:6]1[CH:14]1[CH2:15][CH2:16][C:17]2([O:18][CH2:19][CH2:20][O:21]2)[CH2:22][CH2:23]1. Reactants: CI, CCO, [Na+], O, [OH-], O, O=C(O)CCCCCCCCCCS. Yields the product CSCCCCCCCCCCC(=O)O. RXN SMILES: [CH3:15][I:16].[CH3:21][CH2:22][OH:23].[Na+:19].[O:17].[OH-:18].[OH2:20].[SH:1][CH2:2][CH2:3][CH2:4][CH2:5][CH2:6][CH2:7][CH2:8][CH2:9][CH2:10][CH2:11][C:12](=[O:13])[OH:14]>>[S:1]([CH2:2][CH2:3][CH2:4][CH2:5][CH2:6][CH2:7][CH2:8][CH2:9][CH2:10][CH2:11][C:12](=[O:13])[OH:14])[CH3:15]. The reactants are CON(C)C(=O)NC(C[SH]=C(C)[O-])Cc1ccccc1, NN, O. Yields the product CON(C)C(=O)NC(CS)Cc1ccccc1. Reaction SMILES: [CH3:1][N:2]([C:3]([NH:4][CH:5]([CH2:6][SH:7]=[C:8]([O-:9])[CH3:10])[CH2:11][c:12]1[cH:13][cH:14][cH:15][cH:16][cH:17]1)=[O:18])[O:19][CH3:20].[NH2:22][NH2:23].[OH2:21]>>[CH3:1][N:2]([C:3]([NH:4][CH:5]([CH2:6][SH:7])[CH2:11][c:12]1[cH:13][cH:14][cH:15][cH:16][cH:17]1)=[O:18])[O:19][CH3:20]. Reactants: CCN(CC)CCCN, CCO, Cl, CN(C)C=O, CCOC(=O)Cn1nccc1-c1ccccc1. The product is Cl, CCN(CC)CCCNC(=O)Cn1nccc1-c1ccccc1. Reaction SMILES: [CH2:18]([CH3:19])[N:20]([CH2:21][CH2:22][CH2:23][NH2:24])[CH2:25][CH3:26].[CH3:33][CH2:34][OH:35].[ClH:27].[O:28]=[CH:29][N:30]([CH3:31])[CH3:32].[c:1]1(-[c:7]2[cH:8][cH:9][n:10][n:11]2[CH2:12][C:13]([O:15][CH2:14][CH3:16])=[O:17])[cH:2][cH:3][cH:4][cH:5][cH:6]1>>[ClH:27].[c:1]1(-[c:7]2[cH:8][cH:9][n:10][n:11]2[CH2:12][C:13](=[O:15])[NH:24][CH2:23][CH2:22][CH2:21][N:20]([CH2:18][CH3:19])[CH2:25][CH3:26])[cH:2][cH:3][cH:4][cH:5][cH:6]1. The reactants are F[B-](F)(F)F, CO, C[O+](C)C, ClCCl, c1ccc2c(c1)-c1ccccc1-n1cnnc1-2. Product: F[B-](F)(F)F, C[n+]1ncn2c1-c1ccccc1-c1ccccc1-2. Reaction SMILES: [B-:20]([F:21])([F:22])([F:23])[F:24].[CH3:18][OH:19].[CH3:25][O+:26]([CH3:27])[CH3:28].[Cl:29][CH2:30][Cl:31].[n:1]1[n:2][cH:3][n:4]2[c:17]1-[c:16]1[c:11]([cH:12][cH:13][cH:14][cH:15]1)-[c:10]1[c:5]-2[cH:6][cH:7][cH:8][cH:9]1>>[B-:20]([F:21])([F:22])([F:23])[F:24].[n+:1]1([CH3:25])[n:2][cH:3][n:4]2[c:17]1-[c:16]1[c:11]([cH:12][cH:13][cH:14][cH:15]1)-[c:10]1[c:5]-2[cH:6][cH:7][cH:8][cH:9]1.